describe an organic reaction: reactants, conditions, products, and yield From a dataset of the Open Reaction Database (ORD), a public repository of structured organic reaction records. Starting materials: FC1=C2CCN(N3C2=C(C=C1F)C(C(=C3)C(=O)OC)=O)C (Methyl 4,5-Difluoro-2,3-dihydro-1-methyl-7-oxo-1H,7H-pyrido[3,2,1-ij]cinnoline-8-carboxylate), Cl (hydrochloric acid), C(C)(=O)O (acetic acid). Solvent: O (water). Yields the product FC1=C2CCN(N3C2=C(C=C1F)C(C(=C3)C(=O)O)=O)C (4,5-Difluoro-2,3-dihydro-1-methyl-7-oxo-1H,7H-pyrido[3,2,1-ij]cinnoline-8-carboxylic acid). Yield: 75.8%. Reaction SMILES: [F:1][C:2]1[C:11]([F:12])=[CH:10][C:9]2[C:13](=[O:20])[C:14]([C:16]([O:18]C)=[O:17])=[CH:15][N:7]3[C:8]=2[C:3]=1[CH2:4][CH2:5][N:6]3[CH3:21].Cl.C(O)(=O)C>O>[F:1][C:2]1[C:11]([F:12])=[CH:10][C:9]2[C:13](=[O:20])[C:14]([C:16]([OH:18])=[O:17])=[CH:15][N:7]3[C:8]=2[C:3]=1[CH2:4][CH2:5][N:6]3[CH3:21]. Procedure details: 29.1 g of methyl ester (6) obtained in Example 2 (1) was added to 80 ml of concentrated hydrochloric acid and 320 ml of acetic acid, and the solution was heated under reflux for 3.5 hours. After air-cooled, 500 ml of water was added to the solution, and the solid was filtered off and washed consecutively with water, ethanol and ether to obtain 23.2 g of crude solid. The obtained crude solid was recrystallized from ethanol and chloroform to obtain 21 g of subject compound (8) in a 80% yield. The ... Reactants: CN=C=O (methyl isocyanate), C(#N)C1=C(C=C(C=C1)C(F)(F)F)N=NNC1=C(C=CC(=C1)C(F)(F)F)C#N (1,3-bis(2-cyano-5-trifluoromethylphenyl)triazene). Solvent: CCOCC (ether), CCOCC (ether). Conditions: time 12 hour. Product: CNC(=O)N(N=NC1=C(C=CC(=C1)C(F)(F)F)C#N)C1=C(C=CC(=C1)C(F)(F)F)C#N (3-(N-methylcarbamoyl)-1,3-bis(2-cyano-5-trifluoromethylphenyl)triazene). Reaction SMILES: [CH3:1][N:2]=[C:3]=[O:4].[C:5]([C:7]1[CH:12]=[CH:11][C:10]([C:13]([F:16])([F:15])[F:14])=[CH:9][C:8]=1[N:17]=[N:18][NH:19][C:20]1[CH:25]=[C:24]([C:26]([F:29])([F:28])[F:27])[CH:23]=[CH:22][C:21]=1[C:30]#[N:31])#[N:6]>CCOCC>[CH3:1][NH:2][C:3]([N:17]([C:8]1[CH:9]=[C:10]([C:13]([F:14])([F:15])[F:16])[CH:11]=[CH:12][C:7]=1[C:5]#[N:6])[N:18]=[N:19][C:20]1[CH:25]=[C:24]([C:26]([F:29])([F:28])[F:27])[CH:23]=[CH:22][C:21]=1[C:30]#[N:31])=[O:4]. Procedure: A solution of 0.38 g. (6.7 mmol.) of methyl isocyanate in 20 ml. of ether is added dropwise to 1.6 g. (4.2 mmol.) of 1,3-bis(2-cyano-5-trifluoromethylphenyl)triazene in 125 ml. of ether. The reaction mixture is stirred at 25° for 12 hours, refluxed for 6 hours, then left to stand at 25° for 48 hours. Removal of the solvent under reduced pressure gives 3-(N-methylcarbamoyl)-1,3-bis(2-cyano-5-trifluoromethylphenyl)triazene, m.p. 170° (dec.). Starting materials: C(C)(C)(C)OC(COC1=C(C=C(C=C1)C#N)C#C)=O (tert-butyl(4-cyano-2-ethynylphenoxy)acetate), BrC=1C=C(C=NC1)S(=O)(=O)NCCO (5-bromo-N-(2-hydroxyethyl)pyridine-3-sulfonamide), C(C)(C)(C)OC(COC1=C(C=C(C=C1)C#N)C#C)=O (tert-butyl(4-cyano-2-ethynylphenoxy)acetate), BrC=1C=C(C=NC1)S(=O)(=O)NCCO (5-bromo-N-(2-hydroxyethyl)pyridine-3-sulfonamide). The product is C(#N)C1=CC(=C(OCC(=O)O)C=C1)C#CC=1C=NC=C(C1)S(=O)(=O)NCCO ({4-cyano-2-[(5-{[(2-hydroxyethyl)amino]sulfonyl}pyridin-3-yl)ethynyl]phenoxy}acetic acid). As a reaction SMILES: C([O:5][C:6](=[O:19])[CH2:7][O:8][C:9]1[CH:14]=[CH:13][C:12]([C:15]#[N:16])=[CH:11][C:10]=1[C:17]#[CH:18])(C)(C)C.Br[C:21]1[CH:22]=[C:23]([S:27]([NH:30][CH2:31][CH2:32][OH:33])(=[O:29])=[O:28])[CH:24]=[N:25][CH:26]=1>>[C:15]([C:12]1[CH:13]=[CH:14][C:9]([O:8][CH2:7][C:6]([OH:5])=[O:19])=[C:10]([C:17]#[C:18][C:21]2[CH:26]=[N:25][CH:24]=[C:23]([S:27]([NH:30][CH2:31][CH2:32][OH:33])(=[O:29])=[O:28])[CH:22]=2)[CH:11]=1)#[N:16]. Reported procedure: Following the general method as outlined in Example 37, starting from tert-butyl(4-cyano-2-ethynyl phenoxy)acetate (Intermediate 46) and 5-bromo-N-(2-hydroxyethyl)pyridine-3-sulfonamide (Intermediate 31), the title compound was obtained as a yellow solid. The reactants are C(C)(C)(C)OC(=O)N1CCC(CC1)O (1-tert-butoxycarbonyl-4-hydroxypiperidine), BrC=1SC=CN1 (2-bromothiazole). Product: C(C)(C)(C)OC(=O)N1CCC(CC1)OC=1SC=CN1 (1-tert-Butoxycarbonyl-4-(2-thiazolyloxy)piperidine). RXN SMILES: [C:1]([O:5][C:6]([N:8]1[CH2:13][CH2:12][CH:11]([OH:14])[CH2:10][CH2:9]1)=[O:7])([CH3:4])([CH3:3])[CH3:2].Br[C:16]1[S:17][CH:18]=[CH:19][N:20]=1>>[C:1]([O:5][C:6]([N:8]1[CH2:13][CH2:12][CH:11]([O:14][C:16]2[S:17][CH:18]=[CH:19][N:20]=2)[CH2:10][CH2:9]1)=[O:7])([CH3:4])([CH3:2])[CH3:3]. Reported procedure: By a similar manner to Reference Example 44, 1-tert-butoxycarbonyl-4-hydroxypiperidine (1.01 g, 5.0 mmol) was reacted with 2-bromothiazole (0.59 mL, 6.5 mmol) to give the titled compound as pale yellow oily substance (189 mg, 13%). The reactants are CN1COCNC1=N[N+](=O)[O-] (3-methyl-4-nitroimino-perhydro-1,3,5-oxadiazine), C([O-])([O-])=O.[K+].[K+] (potassium carbonate), BrCC1=CN=C(S1)Cl (5-bromomethyl-2-chloro-thiazole), CN(C=O)C (dimethylformamide). Run in ClCCl (dichloromethane), O (water). Reaction conditions: temperature 50 celsius, time 5 hour. The product is ClC=1SC(=CN1)CN1C(N(COC1)C)=N[N+](=O)[O-] (5-(2-chlorothiazol-5-ylmethyl)-3-methyl-4-nitroimino-perhydro-1,3,5-oxadiazine), compound 2-2. Reaction SMILES: Br[CH2:2][C:3]1[S:7][C:6]([Cl:8])=[N:5][CH:4]=1.CN(C)C=O.[CH3:14][N:15]1[C:20](=[N:21][N+:22]([O-:24])=[O:23])[NH:19][CH2:18][O:17][CH2:16]1.C(=O)([O-])[O-].[K+].[K+]>ClCCl.O>[Cl:8][C:6]1[S:7][C:3]([CH2:2][N:19]2[CH2:18][O:17][CH2:16][N:15]([CH3:14])[C:20]2=[N:21][N+:22]([O-:24])=[O:23])=[CH:4][N:5]=1 |f:3.4.5|. Procedure details: 3.18 g of 5-bromomethyl-2-chloro-thiazole, 12 ml of dimethylformamide, 1.99 g of 3-methyl-4-nitroimino-perhydro-1,3,5-oxadiazine and 3.79 g of potassium carbonate are combined and the mixture is stirred for 5 hours at 50° C. The mixture is cooled to room temperature and 50 ml of water and 50 ml of dichloromethane are added. The organic phase is separated off and dried over magnesium sulfate; the solvent is evaporated off in vacuo. The residue is purified by column chromatography on silica gel us...